Dataset: the Open Reaction Database (ORD), a public repository of structured organic reaction records. Task: describe an organic reaction: reactants, conditions, products, and yield The reactants are C1(=CC=CC=C1)C=1N=CNC1 (4-phenylimidazole), BrC(CC1=CC=CC=C1)O (Bromophenethyl alcohol), CuBr, C(=O)([O-])[O-].[Na+].[Na+] (Na2CO3), N (NH3). Solvent: CN1C(N(CC1)C)=O (1,3-dimethyl-2-imidazolidinone). Conditions: temperature 180 celsius, time 36 hour. The product is C1(=CC=CC=C1)C=1N=CN(C1)C1=CC=C(C=C1)CCO (2-[4-(4-phenyl-1H-imidazol-1-yl)phenyl]ethanol). The yield is 50.6%. As a reaction SMILES: [C:1]1([C:7]2[N:8]=[CH:9][NH:10][CH:11]=2)[CH:6]=[CH:5][CH:4]=[CH:3][CH:2]=1.Br[CH:13]([OH:21])[CH2:14][C:15]1[CH:20]=[CH:19][CH:18]=[CH:17][CH:16]=1.C([O-])([O-])=O.[Na+].[Na+].N>CN1CCN(C)C1=O>[C:1]1([C:7]2[N:8]=[CH:9][N:10]([C:18]3[CH:19]=[CH:20][C:15]([CH2:14][CH2:13][OH:21])=[CH:16][CH:17]=3)[CH:11]=2)[CH:2]=[CH:3][CH:4]=[CH:5][CH:6]=1 |f:2.3.4|. Procedure details: A mixture of 4-phenylimidazole (4.32 g, 30 mmol), Bromophenethyl alcohol (10.5 ml, 75 mmol), CuBr (10.4 g, 72 mmol) and Na2CO3 (3.8 g, 36 mmol) in 1,3-dimethyl-2-imidazolidinone (100 mL) was stirred at 180° C. for 36 h. After cooling, to the mixture was added 25% NH3 aq. (50 mL). After 30 min, insoluble materials were removed by Celite filtration and washed with dichloromethane. The aqueous layer was extracted with dichloromethane. The organic phase was dried (MgSO4) and concentrated under reduc... Starting materials: Cc1cc(COc2ccc(S(=O)(=O)N(C)C3CC=CCC3C(=O)O)cc2)c2ccccc2n1, NO. The product is Cc1cc(COc2ccc(S(=O)(=O)N(C)C3CC=CCC3C(=O)NO)cc2)c2ccccc2n1. RXN SMILES: [CH3:1][N:2]([CH:3]1[CH2:4][CH:5]=[CH:6][CH2:7][CH:8]1[C:9](=[O:10])[OH:11])[S:12](=[O:13])(=[O:14])[c:15]1[cH:16][cH:17][c:18]([O:21][CH2:22][c:23]2[cH:24][c:25]([CH3:33])[n:26][c:27]3[cH:28][cH:29][cH:30][cH:31][c:32]23)[cH:19][cH:20]1.[NH2:34][OH:35]>>[CH3:1][N:2]([CH:3]1[CH2:4][CH:5]=[CH:6][CH2:7][CH:8]1[C:9](=[O:10])[NH:34][OH:35])[S:12](=[O:13])(=[O:14])[c:15]1[cH:16][cH:17][c:18]([O:21][CH2:22][c:23]2[cH:24][c:25]([CH3:33])[n:26][c:27]3[cH:28][cH:29][cH:30][cH:31][c:32]23)[cH:19][cH:20]1.